From a dataset of the Open Reaction Database (ORD), a public repository of structured organic reaction records. describe an organic reaction: reactants, conditions, products, and yield The reactants are [H-].[Na+] (sodium hydride), COC(=O)CCC\C=C/CC1COCCC1=O (3-[(Z)-6-methoxycarbonyl-2-hexenyl]-4-oxotetrahydropyran), [Cl-].COC[P+](C1=CC=CC=C1)(C1=CC=CC=C1)C1=CC=CC=C1 ((methoxymethyl)triphenylphosphonium chloride), [Na+].CS(=O)[CH2-] (dimsyl sodium). Run in CS(=O)C (dimethylsulfoxide), CS(=O)C (dimethylsulfoxide), CS(=O)C (dimethylsulfoxide), C(C)(=O)OCC (ethyl acetate), O (water). Run at time 30 minute. Yields the product COC(=O)CCC\C=C/CC1COCCC1=COC (3-[(Z)-6-methoxycarbonyl-2-hexenyl]-4-methoxymethylenetetrahydropyran). Yield: 33.8%. Reaction SMILES: [Cl-].[CH3:2][O:3][CH2:4][P+](C1C=CC=CC=1)(C1C=CC=CC=1)C1C=CC=CC=1.[Na+].CS([CH2-])=O.[H-].[Na+].[CH3:31][O:32][C:33]([CH2:35][CH2:36][CH2:37]/[CH:38]=[CH:39]\[CH2:40][CH:41]1[C:46](=O)[CH2:45][CH2:44][O:43][CH2:42]1)=[O:34]>CS(C)=O.C(OCC)(=O)C.O>[CH3:31][O:32][C:33]([CH2:35][CH2:36][CH2:37]/[CH:38]=[CH:39]\[CH2:40][CH:41]1[C:46](=[CH:2][O:3][CH3:4])[CH2:45][CH2:44][O:43][CH2:42]1)=[O:34] |f:0.1,2.3,4.5|. Reported procedure: To a solution of (methoxymethyl)triphenylphosphonium chloride (3.17 g) in dimethylsulfoxide (20 ml) was added dimsyl sodium prepared from sodium hydride (370 mg, 60% in oil) with dimethylsulfoxide (25 ml) at room temperature. After being stirred at room temperature for 30 minutes, to the resulting mixture was added 3-[(Z)-6-methoxycarbonyl-2-hexenyl]-4-oxotetrahydropyran (740 mg) in dimethylsulfoxide (2 ml) and the solution was stirred at room temperature for additional 4 hours. The reaction mix... The reactants are C1(=CC=CC=C1)NC1=CC(=CC=C1)C1=NC2=CC=CC=C2C=C1 (N-phenyl-3-(quinolin-2-yl)aniline), CC(C)([O-])C.[Na+] (sodium tert-butoxide), BrC=1C=C(C=CC1)C=1N(C=CN1)C1=C(C=CC=C1C(C)C)C(C)C (2-(3-bromophenyl)-1-(2,6-diisopropylphenyl)-1H-imidazole), C1(CCCCC1)P(C1=C(C=CC=C1)C1=C(C=CC=C1OC)OC)C1CCCCC1 (2-dicyclohexylphosphino-2′,6′-dimethoxybiphenyl). Reagents/catalysts: C=1C=CC(=CC1)/C=C/C(=O)/C=C/C2=CC=CC=C2.C=1C=CC(=CC1)/C=C/C(=O)/C=C/C2=CC=CC=C2.C=1C=CC(=CC1)/C=C/C(=O)/C=C/C2=CC=CC=C2.[Pd].[Pd] (Pd2dba3). Run in C1(=CC=CC=C1)C (toluene). The product is C(C)(C)C1=C(C(=CC=C1)C(C)C)N1C(=NC=C1)C=1C=C(N(C2=CC(=CC=C2)C2=NC3=CC=CC=C3C=C2)C2=CC=CC=C2)C=CC1 (3-(1-(2,6-diisopropylphenyl)-1H-imidazol-2-yl)-N-phenyl-N-(3-(quinolin-2-yl)phenyl)aniline). Isolated yield 90.8%. Reaction SMILES: [C:1]1([NH:7][C:8]2[CH:13]=[CH:12][CH:11]=[C:10]([C:14]3[CH:23]=[CH:22][C:21]4[C:16](=[CH:17][CH:18]=[CH:19][CH:20]=4)[N:15]=3)[CH:9]=2)[CH:6]=[CH:5][CH:4]=[CH:3][CH:2]=1.CC(C)([O-])C.[Na+].Br[C:31]1[CH:32]=[C:33]([C:37]2[N:38]([C:42]3[C:47]([CH:48]([CH3:50])[CH3:49])=[CH:46][CH:45]=[CH:44][C:43]=3[CH:51]([CH3:53])[CH3:52])[CH:39]=[CH:40][N:41]=2)[CH:34]=[CH:35][CH:36]=1.C1(P(C2CCCCC2)C2C=CC=CC=2C2C(OC)=CC=CC=2OC)CCCCC1>C1C=CC(/C=C/C(/C=C/C2C=CC=CC=2)=O)=CC=1.C1C=CC(/C=C/C(/C=C/C2C=CC=CC=2)=O)=CC=1.C1C=CC(/C=C/C(/C=C/C2C=CC=CC=2)=O)=CC=1.[Pd].[Pd].C1(C)C=CC=CC=1>[CH:51]([C:43]1[CH:44]=[CH:45][CH:46]=[C:47]([CH:48]([CH3:50])[CH3:49])[C:42]=1[N:38]1[CH:39]=[CH:40][N:41]=[C:37]1[C:33]1[CH:32]=[C:31]([CH:36]=[CH:35][CH:34]=1)[N:7]([C:1]1[CH:6]=[CH:5][CH:4]=[CH:3][CH:2]=1)[C:8]1[CH:13]=[CH:12][CH:11]=[C:10]([C:14]2[CH:23]=[CH:22][C:21]3[C:16](=[CH:17][CH:18]=[CH:19][CH:20]=3)[N:15]=2)[CH:9]=1)([CH3:53])[CH3:52] |f:1.2,5.6.7.8.9|. Reported procedure: N-phenyl-3-(quinolin-2-yl)aniline (3 g, 10.12 mmol), sodium tert-butoxide (1.555 g, 16.20 mmol), 2-(3-bromophenyl)-1-(2,6-diisopropylphenyl)-1H-imidazole (4.07 g, 10.63 mmol), Pd2dba3 (0.232 g, 0.253 mmol) and 2-dicyclohexylphosphino-2′,6′-dimethoxybiphenyl (S-Phos) (0.415 g, 1.012 mmol) were charged into the reaction vessel with 250 mL of toluene. This mixture was evacuated and back-filled with nitrogen. The reaction mixture was then heated at reflux for 20 h. The reaction mixture was cooled to... Reactants: C1(=CC=CC=C1)OC (anisole), ClC1=CC=C(C=C1)C=CC(C(=O)OCC)(C)C (ethyl 4-(4-chlorophenyl)-2,2-dimethylbut-3-enoate), ester, [OH-].[K+] (potassium hydroxide). Yields the product ClC1=CC=C(C=C1)C(CC(C(=O)O)(C)C)C1=CC=C(C=C1)OC (4-(4-chlorophenyl)-4-(4-methoxyphenyl)-2,2-dimethylbutanoic acid). RXN SMILES: [C:1]1([O:7][CH3:8])[CH:6]=[CH:5][CH:4]=[CH:3][CH:2]=1.[Cl:9][C:10]1[CH:15]=[CH:14][C:13]([CH:16]=[CH:17][C:18]([CH3:25])([CH3:24])[C:19]([O:21]CC)=[O:20])=[CH:12][CH:11]=1.[OH-].[K+]>>[Cl:9][C:10]1[CH:11]=[CH:12][C:13]([CH:16]([C:4]2[CH:5]=[CH:6][C:1]([O:7][CH3:8])=[CH:2][CH:3]=2)[CH2:17][C:18]([CH3:25])([CH3:24])[C:19]([OH:21])=[O:20])=[CH:14][CH:15]=1 |f:2.3|. Procedure: Following the method of Rudenko et al*, anisole was alkylated with ethyl 4-(4-chlorophenyl)-2,2-dimethylbut-3-enoate. Hydrolysis of the ester with potassium hydroxide gave 4-(4-chlorophenyl)-4-(4-methoxyphenyl)-2,2-dimethylbutanoic acid, purified by washing with sodium bicarbonate solution and water. Recrystallization from ethyl acetate-light petrol (b.p. 60°-80°) afforded the acid as white prisms, m.p. 139°-142° (63%). Starting materials: CNCc1c2n(c3ccccc13)CCC2, Cl, CNCc1c[nH]c2cccc(F)c12, Nc1ccc(C=CC(=O)O)cn1, O=C(O)C=Cc1cnc2c(c1)CCC(=O)N2. The product is CN(Cc1c[nH]c2cccc(F)c12)C(=O)C=Cc1ccc(N)nc1. As a reaction SMILES: [CH3:14][NH:15][CH2:16][c:17]1[c:18]2[cH:19][cH:20][cH:21][cH:22][c:23]2[n:24]2[c:28]1[CH2:27][CH2:26][CH2:25]2.[ClH:41].[F:1][c:2]1[c:3]2[c:4]([CH2:11][NH:12][CH3:13])[cH:5][nH:6][c:7]2[cH:8][cH:9][cH:10]1.[NH2:29][c:30]1[cH:31][cH:32][c:33]([CH:36]=[CH:37][C:38](=[O:39])[OH:40])[cH:34][n:35]1.[O:42]=[C:43]1[NH:44][c:45]2[n:46][cH:47][c:48]([CH:49]=[CH:50][C:51]([OH:52])=[O:53])[cH:54][c:55]2[CH2:56][CH2:57]1>>[F:1][c:2]1[c:3]2[c:4]([CH2:11][N:12]([CH3:13])[C:38]([CH:37]=[CH:36][c:33]3[cH:32][cH:31][c:30]([NH2:29])[n:35][cH:34]3)=[O:40])[cH:5][nH:6][c:7]2[cH:8][cH:9][cH:10]1. Reported procedure: The title compound was prepared from 3-bromo-propan-1-ol (Example 284, Step 1) and 3-(3-hydroxy-phenyl)-2-methoxy-propionic acid methyl ester (Example 291, Step 4) via the same procedure used for the preparation of (2S)-3-[4-(3-bromo-propoxy)-phenyl]-2-methoxy-propionic acid ethyl ester (Example 284, Step 2). 1H-NMR (CDCl3, 200.15 MHz): 7.26–7.16 (m, 1H), 6.80 (t, 3H, J=7.3), 4.09 (t, 2H, J=5.9), 3.97 (dd, 1H, J=7.3, 5.4), 3.73 (s, 3H), 3.60 (t, 2H, J=6.4), 3.36 (s, 3H), 3.00 (s, 1H), 2.97 (d, 1... Reaction SMILES: [Br:1][CH2:2][CH2:3][CH2:4][OH:5].[CH3:6][O:7][C:8](=[O:20])[CH:9]([O:18][CH3:19])[CH2:10][C:11]1[CH:16]=[CH:15][CH:14]=[C:13](O)[CH:12]=1.C(OC(=O)[C@@H](OC)CC1C=CC(OCCCBr)=CC=1)C>>[CH3:6][O:7][C:8](=[O:20])[CH:9]([O:18][CH3:19])[CH2:10][C:11]1[CH:16]=[CH:15][CH:14]=[C:13]([O:5][CH2:4][CH2:3][CH2:2][Br:1])[CH:12]=1. Starting materials: BrCCCO (3-bromopropan-1-ol), COC(C(CC1=CC(=CC=C1)O)OC)=O (3-(3-hydroxy-phenyl)-2-methoxy-propionic acid methyl ester), C(C)OC([C@H](CC1=CC=C(C=C1)OCCCBr)OC)=O ((2S)-3-[4-(3-bromo-propoxy)-phenyl]-2-methoxy-propionic acid ethyl ester). Product: COC(C(CC1=CC(=CC=C1)OCCCBr)OC)=O (3-[3-(3-bromo-propoxy)-phenyl]-2-methoxy-propionic acid methyl ester). Reported procedure: DMAP (106 g, 0.86 mol) was added to a solution of Boc-L-4-nitro-Phenylalanine (1800 g, 0.58 mol) and Meldrum's acid (92 g, 0.64 mol) in dichloromethane (1.5 L). The resulting solution was cooled at −5° C. under N2 atmosphere, followed by addition of DCC (240 g, 1.16 mol) in dichloromethane (1 L) over 1 h. The mixture was stirred overnight at 0˜5° C. Then the precipitated N, N′-dicyclohexylurea was removed by filtration and the filtrate was washed with 5% aqueous HCl (1 L×3), and brine (1 L×1), a... Yields the product CC1(OC(C(C(O1)=O)C([C@H](CC1=CC=C(C=C1)[N+](=O)[O-])NC(OC(C)(C)C)=O)=O)=O)C (tert-butyl (S)-(1-(2,2-dimethyl-4,6-dioxo-1,3-dioxan-5-yl)-3-(4-nitrophenyl)-1-oxopropan-2-yl)carbamate). Reaction SMILES: [CH3:1][C:2]([O:5][C:6]([NH:8][C@H:9]([C:20]([OH:22])=O)[CH2:10][C:11]1[CH:16]=[CH:15][C:14]([N+:17]([O-:19])=[O:18])=[CH:13][CH:12]=1)=[O:7])([CH3:4])[CH3:3].[CH3:23][C:24]1([CH3:32])[O:31][C:29](=[O:30])[CH2:28][C:26](=[O:27])[O:25]1.C1CCC(N=C=NC2CCCCC2)CC1>CN(C1C=CN=CC=1)C.ClCCl>[CH3:23][C:24]1([CH3:32])[O:31][C:29](=[O:30])[CH:28]([C:20](=[O:22])[C@@H:9]([NH:8][C:6](=[O:7])[O:5][C:2]([CH3:1])([CH3:3])[CH3:4])[CH2:10][C:11]2[CH:12]=[CH:13][C:14]([N+:17]([O-:19])=[O:18])=[CH:15][CH:16]=2)[C:26](=[O:27])[O:25]1. The reactants are C1CCC(CC1)N=C=NC2CCCCC2 (DCC), CC(C)(C)OC(=O)N[C@@H](CC1=CC=C(C=C1)[N+](=O)[O-])C(=O)O (Boc-L-4-nitro-Phenylalanine), CC1(OC(=O)CC(=O)O1)C (Meldrum's acid). The reagents and catalysts are CN(C)C=1C=CN=CC1 (DMAP). Conditions: temperature -5 celsius, time 8 hour. Isolated yield 51.4%. Solvent: ClCCl (dichloromethane), ClCCl (dichloromethane).